From a dataset of the Open Reaction Database (ORD), a public repository of structured organic reaction records. describe an organic reaction: reactants, conditions, products, and yield The reactants are BrC1=CC(=C(C=C1)F)[N+](=O)[O-] (1-bromo-4-fluoro-3-nitrobenzene), C(C)OC(CC1=CC=C(C=C1)N)=O (4-aminophenylacetic acid ethyl ester). Run in CN1CCCC1=O (NMP), CCOC(=O)C (EtOAc), O (H2O). Conditions: temperature 110 celsius, time 48 hour. Yields the product C(C)OC(CC1=CC=C(C=C1)NC1=C(C=C(C=C1)Br)[N+](=O)[O-])=O ([4-(4-Bromo-2-nitro-phenylamino)-phenyl]-acetic acid ethyl ester). Reaction SMILES: [Br:1][C:2]1[CH:7]=[CH:6][C:5](F)=[C:4]([N+:9]([O-:11])=[O:10])[CH:3]=1.[CH2:12]([O:14][C:15](=[O:24])[CH2:16][C:17]1[CH:22]=[CH:21][C:20]([NH2:23])=[CH:19][CH:18]=1)[CH3:13]>CN1C(=O)CCC1.CCOC(C)=O.O>[CH2:12]([O:14][C:15](=[O:24])[CH2:16][C:17]1[CH:18]=[CH:19][C:20]([NH:23][C:5]2[CH:6]=[CH:7][C:2]([Br:1])=[CH:3][C:4]=2[N+:9]([O-:11])=[O:10])=[CH:21][CH:22]=1)[CH3:13]. Procedure: A mixture of 1-bromo-4-fluoro-3-nitrobenzene (MATRIX SCIENTIFIC) (10.7 g, 48.7 mmol) and 4-aminophenylacetic acid ethyl ester (8.7 g, 48.7 mmol) in NMP (50 mL) is stirred for 48 h at 110° C. The reaction mixture is allowed to cool at rt, diluted with EtOAc and H2O. The layers are separated and the aqueous phase is extracted with EtOAc. The combined organic phase is washed brine, dried (Na2SO4), filtered and concentrated. Silica gel column chromatography purification (Hexane/EtOAc, 4:1) of the cr... Reactants: BrC1=CC=C(C(=N1)NC(=O)C=1N(N=C(C1Cl)C(C)(C)C)C)[N+](=O)[O-] (5-tert-butyl-4-chloro-2-methyl-2H-pyrazole-3-carboxylic acid (6-bromo-3-nitro-pyridin-2-yl)-amide), C(Cl)Cl (DCM), ClC1=C(C=CC=C1)B(O)O (2-chlorophenylboronic acid), C([O-])([O-])=O.[Cs+].[Cs+] (cesium carbonate). Run in COCCOC (DME), O (water), O (water). Run at time 10 minute. Product: ClC1=C(C=CC=C1)C1=CC=C(C(=N1)NC(=O)C=1N(N=C(C1Cl)C(C)(C)C)C)[N+](=O)[O-] (5-tert-butyl-4-chloro-2-methyl-2H-pyrazole-3-carboxylic acid [6-(2-chloro-phenyl)-3-nitro-pyridin-2-yl]-amide). As a reaction SMILES: Br[C:2]1[N:7]=[C:6]([NH:8][C:9]([C:11]2[N:12]([CH3:21])[N:13]=[C:14]([C:17]([CH3:20])([CH3:19])[CH3:18])[C:15]=2[Cl:16])=[O:10])[C:5]([N+:22]([O-:24])=[O:23])=[CH:4][CH:3]=1.[Cl:25][C:26]1[CH:31]=[CH:30][CH:29]=[CH:28][C:27]=1B(O)O.C(=O)([O-])[O-].[Cs+].[Cs+].C(Cl)Cl>COCCOC.O>[Cl:25][C:26]1[CH:31]=[CH:30][CH:29]=[CH:28][C:27]=1[C:2]1[N:7]=[C:6]([NH:8][C:9]([C:11]2[N:12]([CH3:21])[N:13]=[C:14]([C:17]([CH3:20])([CH3:19])[CH3:18])[C:15]=2[Cl:16])=[O:10])[C:5]([N+:22]([O-:24])=[O:23])=[CH:4][CH:3]=1 |f:2.3.4|. Procedure details: A solution of 5-tert-butyl-4-chloro-2-methyl-2H-pyrazole-3-carboxylic acid (6-bromo-3-nitro-pyridin-2-yl)-amide (200 mg, 0.480 mmol, prepared as described in the previous step) in DME (20 mL) and water (5 mL) was treated with 2-chlorophenylboronic acid (78.8 mg, 0.504 mmol) and cesium carbonate (469 mg, 1.44 mmol). The resulting mixture was degassed via sonication, placed under Ar, treated with PdCl2(dppf).DCM (19.6 mg, 0.0240 mmol), and heated to 90° C. for 3 h. The cooled mixture was then dilu... The reactants are COC=1C=C2C(=C(/C(/C2=CC1)=C/C1=CC=C(C=C1)SC)C)CC(=O)O ((Z)-5-methoxy-2-methyl-1-(p-methylthiobenzylidene)-3-indenylacetic acid), C(C(=O)Cl)(=O)Cl (oxalylchloride). The solvent is C1CCOC1 (THF). Product: COC=1C=C2C(=C(/C(/C2=CC1)=C/C1=CC=C(C=C1)SC)C)CC(=O)Cl ((Z)-5-Methoxy-2-methyl-1-(4-methylthiobenzylidene)-3-indenylacetyl chloride). As a reaction SMILES: [CH3:1][O:2][C:3]1[CH:4]=[C:5]2[C:9](=[CH:10][CH:11]=1)/[C:8](=[CH:12]\[C:13]1[CH:18]=[CH:17][C:16]([S:19][CH3:20])=[CH:15][CH:14]=1)/[C:7]([CH3:21])=[C:6]2[CH2:22][C:23]([OH:25])=O.C(Cl)(=O)C([Cl:29])=O>C1COCC1>[CH3:1][O:2][C:3]1[CH:4]=[C:5]2[C:9](=[CH:10][CH:11]=1)/[C:8](=[CH:12]\[C:13]1[CH:18]=[CH:17][C:16]([S:19][CH3:20])=[CH:15][CH:14]=1)/[C:7]([CH3:21])=[C:6]2[CH2:22][C:23]([Cl:29])=[O:25]. Procedure: (Z)-5-methoxy-2-methyl-1-(p-methylthiobenzylidene)-3-indenylacetic acid (70 mmol) in absolute THF (500 ml) is heated with oxalylchloride (2 M in CH2Cl2 ; 70 mmol) at reflux (24 hours). The solvent is evaporated to yield the title compound, which is used as such in the next step. Starting materials: C(C)(C)C1=NN(C(=C1)N)C1=CC=C(C=C1)OC (3-isopropyl-1-(4-methoxyphenyl)-1H-pyrazol-5-amine), C([O-])([O-])=O.[K+].[K+] (potassium carbonate), ClC(=O)OC1=CC=CC=C1 (phenyl chloroformate). Run in C(Cl)Cl (DCM), C(Cl)Cl (DCM). Yields the product C(C)(C)C1=NN(C(=C1)NC(OC1=CC=CC=C1)=O)C1=CC=C(C=C1)OC (phenyl 3-isopropyl-1-(4-methoxyphenyl)-1H-pyrazol-5-ylcarbamate). Isolated yield 98.1%. As a reaction SMILES: [CH:1]([C:4]1[CH:8]=[C:7]([NH2:9])[N:6]([C:10]2[CH:15]=[CH:14][C:13]([O:16][CH3:17])=[CH:12][CH:11]=2)[N:5]=1)([CH3:3])[CH3:2].C(=O)([O-])[O-].[K+].[K+].Cl[C:25]([O:27][C:28]1[CH:33]=[CH:32][CH:31]=[CH:30][CH:29]=1)=[O:26]>C(Cl)Cl>[CH:1]([C:4]1[CH:8]=[C:7]([NH:9][C:25](=[O:26])[O:27][C:28]2[CH:33]=[CH:32][CH:31]=[CH:30][CH:29]=2)[N:6]([C:10]2[CH:11]=[CH:12][C:13]([O:16][CH3:17])=[CH:14][CH:15]=2)[N:5]=1)([CH3:3])[CH3:2] |f:1.2.3|. Reported procedure: Using the procedure described in Example 306A, to a solution of 3-isopropyl-1-(4-methoxyphenyl)-1H-pyrazol-5-amine (333 mg, 1.45 mmol) and potassium carbonate (261 mg, 1.89 mmol) in anhydrous DCM (5.3 ml) was added dropwise phenyl chloroformate (0.55 ml, 4.34 mmol) as a solution in DCM (3.5 ml). The crude was purified by silica gel chromatography (DCM/MeOH 0-10%) to afford phenyl 3-isopropyl-1-(4-methoxyphenyl)-1H-pyrazol-5-ylcarbamate (500 mg, 98%). 1H NMR (300 MHz, CDCl3) δ 1.30 (d, J=7 Hz, 6H... Reactants: BrC(Br)(Br)Br, CNC(=O)C(=NOC)c1ccccc1CO, C1CCOC1, O, c1ccc(P(c2ccccc2)c2ccccc2)cc1. The product is CNC(=O)C(=NOC)c1ccccc1CBr. Reaction SMILES: [C:1]([Br:2])([Br:3])([Br:4])[Br:5].[CH3:6][NH:7][C:8]([C:9](=[N:10][O:11][CH3:12])[c:13]1[c:14]([CH2:19][OH:20])[cH:15][cH:16][cH:17][cH:18]1)=[O:21].[O:42]1[CH2:43][CH2:44][CH2:45][CH2:46]1.[OH2:41].[c:22]1([P:23]([c:24]2[cH:25][cH:26][cH:27][cH:28][cH:29]2)[c:30]2[cH:31][cH:32][cH:33][cH:34][cH:35]2)[cH:36][cH:37][cH:38][cH:39][cH:40]1>>[CH2:1]([Br:5])[c:14]1[c:13]([C:9]([C:8]([NH:7][CH3:6])=[O:21])=[N:10][O:11][CH3:12])[cH:18][cH:17][cH:16][cH:15]1. Reactants: O=C(O)c1cc(C(F)(F)F)cc([N+](=O)[O-])c1Cl, Cl, NCc1ccccc1, CN(C)C=O. The product is O=C(O)c1cc(C(F)(F)F)cc([N+](=O)[O-])c1NCc1ccccc1. RXN SMILES: [Cl:1][c:2]1[c:3]([C:4](=[O:5])[OH:6])[cH:7][c:8]([C:14]([F:15])([F:16])[F:17])[cH:9][c:10]1[N+:11](=[O:12])[O-:13].[ClH:26].[NH2:18][CH2:19][c:20]1[cH:21][cH:22][cH:23][cH:24][cH:25]1.[O:27]=[CH:28][N:29]([CH3:30])[CH3:31]>>[c:2]1([NH:18][CH2:19][c:20]2[cH:21][cH:22][cH:23][cH:24][cH:25]2)[c:3]([C:4](=[O:5])[OH:6])[cH:7][c:8]([C:14]([F:15])([F:16])[F:17])[cH:9][c:10]1[N+:11](=[O:12])[O-:13]. Starting materials: BrCC(CC(=O)OCCC(C1=CC=CC=C1)C1=CC=CC=C1)=O (3,3-diphenylpropyl 4-bromoacetoacetate), ClCCO (2-chloroethanol), [H-].[Na+] (sodium hydride), Cl (hydrochloric acid). Solvent: O1CCCC1 (tetrahydrofuran), O1CCCC1 (tetrahydrofuran), O1CCCC1 (tetrahydrofuran). Conditions: time 2 hour. Product: ClCCOCC(CC(=O)OCCC(C1=CC=CC=C1)C1=CC=CC=C1)=O (3,3-diphenylpropyl 4-(2-chloroethoxy)acetoacetate). RXN SMILES: [Cl:1][CH2:2][CH2:3][OH:4].[H-].[Na+].Br[CH2:8][C:9](=[O:29])[CH2:10][C:11]([O:13][CH2:14][CH2:15][CH:16]([C:23]1[CH:28]=[CH:27][CH:26]=[CH:25][CH:24]=1)[C:17]1[CH:22]=[CH:21][CH:20]=[CH:19][CH:18]=1)=[O:12].Cl>O1CCCC1>[Cl:1][CH2:2][CH2:3][O:4][CH2:8][C:9](=[O:29])[CH2:10][C:11]([O:13][CH2:14][CH2:15][CH:16]([C:23]1[CH:24]=[CH:25][CH:26]=[CH:27][CH:28]=1)[C:17]1[CH:18]=[CH:19][CH:20]=[CH:21][CH:22]=1)=[O:12] |f:1.2|. Procedure: A solution of 2.09 g (26 mmol) of 2-chloroethanol in 10 ml of tetrahydrofuran was added dropwise to a suspension of 1.84 g (46 mmol) of sodium hydride (60% oily) in 100 ml of tetrahydrofuran at −50° C., and they were stirred for 2 hours. A solution of 7.51 g (20 mmol) of 3,3-diphenylpropyl 4-bromoacetoacetate in 3 ml of tetrahydrofuran was added dropwise to the reaction mixture at −50° C. The temperature was elevated to room temperature, and they were stirred overnight. A small amount of hydroch... Starting materials: CC(C)(C)OC(=O)ON=C(C#N)c1ccccc1, NCCN1CCNCC1, C1COCCO1, O. The product is CC(C)(C)OC(=O)NCCN1CCNCC1. RXN SMILES: [C:10]([CH3:11])([CH3:12])([CH3:13])[O:14][C:15](=[O:16])[O:17][N:18]=[C:19]([c:20]1[cH:21][cH:22][cH:23][cH:24][cH:25]1)[C:26]#[N:27].[NH2:1][CH2:2][CH2:3][N:4]1[CH2:5][CH2:6][NH:7][CH2:8][CH2:9]1.[O:29]1[CH2:30][CH2:31][O:32][CH2:33][CH2:34]1.[OH2:28]>>[NH:1]([CH2:2][CH2:3][N:4]1[CH2:5][CH2:6][NH:7][CH2:8][CH2:9]1)[C:15]([O:14][C:10]([CH3:11])([CH3:12])[CH3:13])=[O:16].